Dataset: the Open Reaction Database (ORD), a public repository of structured organic reaction records. Task: describe an organic reaction: reactants, conditions, products, and yield Starting materials: Cc1ccccc1, Cc1cc([N+](=O)[O-])cc(C)c1Oc1ccc(Cl)c2c1CCCC2, [H][H]. Yields the product Cc1cc(N)cc(C)c1Oc1ccc(Cl)c2c1CCCC2. RXN SMILES: [CH3:26][c:27]1[cH:28][cH:29][cH:30][cH:31][cH:32]1.[Cl:1][c:2]1[cH:3][cH:4][c:5]([O:12][c:13]2[c:14]([CH3:23])[cH:15][c:16]([N+:20]([O-:21])=[O:22])[cH:17][c:18]2[CH3:19])[c:6]2[c:11]1[CH2:10][CH2:9][CH2:8][CH2:7]2.[H:24][H:25]>>[Cl:1][c:2]1[cH:3][cH:4][c:5]([O:12][c:13]2[c:14]([CH3:23])[cH:15][c:16]([NH2:20])[cH:17][c:18]2[CH3:19])[c:6]2[c:11]1[CH2:10][CH2:9][CH2:8][CH2:7]2. Reactants: FC(C(=O)[O-])(F)F (trifluoroacetate), CC=1N(C=2C(=NC=C(C2)C=2C=CC3=C(CNCCO3)C2)N1)C(=O)OCC(C)C (2-methylpropyl 2-methyl-6-(2,3,4,5-tetrahydro-1,4-benzoxazepin-7-yl)-1H-imidazo[4,5-b]pyridine-1-carboxylate), [C@@H](C)(CC)N(C(OCC1=CC=CC=C1)=O)CC1=NC=2CCC(CC2C(=N1)Cl)(C)C ((R)-benzyl sec-butyl((4-chloro-6,6-dimethyl-5,6,7,8-tetrahydroquinazolin-2-yl)methyl)carbamate). The product is CC1(CC=2C(=NC(=NC2CC1)CN[C@H](C)CC)N1CCOC2=C(C1)C=C(C=C2)C=2C=C1C(=NC2)N=C(N1)C)C ((2R)—N-({6,6-dimethyl-4-[7-(2-methyl-1H-imidazo[4,5-b]pyridin-6-yl)-2,3-dihydro-1,4-benzoxazepin-4(5H)-yl]-5,6,7,8-tetrahydroquinazolin-2-yl}methyl)butan-2-amine). As a reaction SMILES: FC(F)(F)C([O-])=O.[CH3:8][C:9]1[N:10](C(OCC(C)C)=O)[C:11]2[C:12]([N:28]=1)=[N:13][CH:14]=[C:15]([C:17]1[CH:18]=[CH:19][C:20]3[O:26][CH2:25][CH2:24][NH:23][CH2:22][C:21]=3[CH:27]=1)[CH:16]=2.[C@H:36]([N:40]([CH2:51][C:52]1[N:61]=[C:60](Cl)[C:59]2[CH2:58][C:57]([CH3:64])([CH3:63])[CH2:56][CH2:55][C:54]=2[N:53]=1)C(=O)OCC1C=CC=CC=1)([CH2:38][CH3:39])[CH3:37]>>[CH3:64][C:57]1([CH3:63])[CH2:56][CH2:55][C:54]2[N:53]=[C:52]([CH2:51][NH:40][C@@H:36]([CH2:38][CH3:39])[CH3:37])[N:61]=[C:60]([N:23]3[CH2:22][C:21]4[CH:27]=[C:17]([C:15]5[CH:16]=[C:11]6[NH:10][C:9]([CH3:8])=[N:28][C:12]6=[N:13][CH:14]=5)[CH:18]=[CH:19][C:20]=4[O:26][CH2:25][CH2:24]3)[C:59]=2[CH2:58]1. Reported procedure: Prepared as a trifluoroacetate salt according to the method of example 6 by using 2-methylpropyl 2-methyl-6-(2,3,4,5-tetrahydro-1,4-benzoxazepin-7-yl)-1H-imidazo[4,5-b]pyridine-1-carboxylate and (R)-benzyl sec-butyl((4-chloro-6,6-dimethyl-5,6,7,8-tetrahydroquinazolin-2-yl)methyl)carbamate (reagent preparation 17) in step 3 followed by Cbz deprotection. 1H NMR (400 MHz, DMSO-d6) δ 8.69 (br s, 3H), 8.24 (br s, 1H), 7.80 (s, 1H), 7.62 (d, 1H), 7.09 (d, 1H), 4.79 (s, 2H), 4.43-4.36 (m, 2H), 4.17-4.1...